Dataset: the Open Reaction Database (ORD), a public repository of structured organic reaction records. Task: describe an organic reaction: reactants, conditions, products, and yield The reactants are O=C(O)c1cc(O)cc(OCc2ccccc2)c1, CC(=O)OC(C)=O, CC(=O)O. The product is CC(=O)Oc1cc(OCc2ccccc2)cc(C(=O)O)c1. As a reaction SMILES: [CH2:1]([c:2]1[cH:3][cH:4][cH:5][cH:6][cH:7]1)[O:8][c:9]1[cH:10][c:11]([C:12](=[O:13])[OH:14])[cH:15][c:16]([OH:18])[cH:17]1.[CH3:19][C:20](=[O:21])[O:22][C:23](=[O:24])[CH3:25].[CH3:26][C:27](=[O:28])[OH:29]>>[CH2:1]([c:2]1[cH:3][cH:4][cH:5][cH:6][cH:7]1)[O:8][c:9]1[cH:10][c:11]([C:12](=[O:13])[OH:14])[cH:15][c:16]([O:18][C:20]([CH3:19])=[O:21])[cH:17]1. The reactants are ClC=1C=C(C=CC1S(=O)(=O)C)C(C(CCC(=O)C=1SC(=CN1)COC1OCCCC1)=O)CC1CCOCC1 (5-[3-chloro-4-(methylsulfonyl)phenyl]-6-(tetrahydro-2H-pyran-4-yl)-1-{5-[(tetrahydro-2H-pyran-2-yloxy)methyl]-1,3-thiazol-2-yl}hexane-1,4-dione), C(C)(=O)[O-].[NH4+] (ammonium acetate), C(O)([O-])=O.[Na+] (sodium hydrogen carbonate). Run in C(C)(=O)OCC (ethyl acetate), C(C)(=O)O (acetic acid). Procedure details: To a solution of 5-[3-chloro-4-(methylsulfonyl)phenyl]-6-(tetrahydro-2H-pyran-4-yl)-1-{5-[(tetrahydro-2H-pyran-2-yloxy)methyl]-1,3-thiazol-2-yl}hexane-1,4-dione (366 mg) in acetic acid (3.1 mL) was added ammonium acetate (773 mg), and the mixture was stirred at 110° C. for 1 hr. After cooling to room temperature, the mixture was neutralized with saturated aqueous sodium hydrogen carbonate solution. The reaction mixture was diluted with ethyl acetate and washed with water. The ethyl acetate layer... As a reaction SMILES: [Cl:1][C:2]1[CH:3]=[C:4]([CH:12]([CH2:32][CH:33]2[CH2:38][CH2:37][O:36][CH2:35][CH2:34]2)[C:13](=O)[CH2:14][CH2:15][C:16]([C:18]2[S:19][C:20]([CH2:23][O:24]C3CCCCO3)=[CH:21][N:22]=2)=O)[CH:5]=[CH:6][C:7]=1[S:8]([CH3:11])(=[O:10])=[O:9].C([O-])(=O)C.[NH4+:43].C(=O)([O-])O.[Na+]>C(O)(=O)C.C(OCC)(=O)C>[Cl:1][C:2]1[CH:3]=[C:4]([CH:12]([C:13]2[NH:43][C:16]([C:18]3[S:19][C:20]([CH2:23][OH:24])=[CH:21][N:22]=3)=[CH:15][CH:14]=2)[CH2:32][CH:33]2[CH2:34][CH2:35][O:36][CH2:37][CH2:38]2)[CH:5]=[CH:6][C:7]=1[S:8]([CH3:11])(=[O:10])=[O:9] |f:1.2,3.4|. Conditions: temperature 110 celsius, time 1 hour. The yield is 38.8%. The product is ClC=1C=C(C=CC1S(=O)(=O)C)C(CC1CCOCC1)C1=CC=C(N1)C=1SC(=CN1)CO ([2-(5-[1-[3-chloro-4-(methylsulfonyl)phenyl]-2-(tetrahydro-2H-pyran-4-yl)ethyl]-1H-pyrrol-2-yl)-1,3-thiazol-5-yl]methanol). The reactants are CCOC(=O)c1c(N)c2cnccc2n1C, Cc1ccccc1, CC(C)c1ccc(OS(=O)(=O)C(F)(F)F)c(Cl)c1, [K+], [K+], [K+], O=C(C=Cc1ccccc1)C=Cc1ccccc1, O=C(C=Cc1ccccc1)C=Cc1ccccc1, O=C(C=Cc1ccccc1)C=Cc1ccccc1, O=P([O-])([O-])[O-], [Pd], [Pd]. Product: CCOC(=O)c1c(Nc2ccc(C(C)C)cc2Cl)c2cnccc2n1C. RXN SMILES: [CH2:1]([CH3:2])[O:3][C:4](=[O:5])[c:6]1[c:7]([NH2:16])[c:8]2[cH:9][n:10][cH:11][cH:12][c:13]2[n:14]1[CH3:15].[CH3:43][c:44]1[cH:45][cH:46][cH:47][cH:48][cH:49]1.[Cl:17][c:18]1[c:19]([O:27][S:28]([C:29]([F:30])([F:31])[F:32])(=[O:33])=[O:34])[cH:20][cH:21][c:22]([CH:24]([CH3:25])[CH3:26])[cH:23]1.[K+:40].[K+:41].[K+:42].[O:52]=[C:53]([CH:54]=[CH:55][c:56]1[cH:57][cH:58][cH:59][cH:60][cH:61]1)[CH:62]=[CH:63][c:64]1[cH:65][cH:66][cH:67][cH:68][cH:69]1.[O:70]=[C:71]([CH:72]=[CH:73][c:74]1[cH:75][cH:76][cH:77][cH:78][cH:79]1)[CH:80]=[CH:81][c:82]1[cH:83][cH:84][cH:85][cH:86][cH:87]1.[O:88]=[C:89]([CH:90]=[CH:91][c:92]1[cH:93][cH:94][cH:95][cH:96][cH:97]1)[CH:98]=[CH:99][c:100]1[cH:101][cH:102][cH:103][cH:104][cH:105]1.[P:35]([O-:36])([O-:37])([O-:38])=[O:39].[Pd:50].[Pd:51]>>[CH2:1]([CH3:2])[O:3][C:4](=[O:5])[c:6]1[c:7]([NH:16][c:19]2[c:18]([Cl:17])[cH:23][c:22]([CH:24]([CH3:25])[CH3:26])[cH:21][cH:20]2)[c:8]2[cH:9][n:10][cH:11][cH:12][c:13]2[n:14]1[CH3:15]. Reactants: C(C)(=O)Cl (acetyl chloride), C(C(O)CC(=O)O)(=O)O (malic acid), C(C)(=O)Cl (acetyl chloride). Run at time 8 hour. Yields the product C(C)(=O)O.C1(C(O)CC(=O)O1)=O (malic anhydride acetate). RXN SMILES: C(Cl)(=O)C.[C:5]([OH:13])(=[O:12])[CH:6]([CH2:8][C:9]([OH:11])=[O:10])[OH:7]>>[C:9]([OH:11])(=[O:10])[CH3:8].[C:5]1(=[O:12])[O:13][C:9](=[O:11])[CH2:8][CH:6]1[OH:7] |f:2.3|. Procedure details: Three equivalents of acetyl chloride were added dropwise in a flask to one equivalent of malic acid while keeping the temperature below 0° C. After the acetyl chloride was added, the mixture was stirred at room temperature overnight. Excess acetyl chloride and acetic acid were then distilled under a water pump at room temperature to provide malic anhydride acetate. Reactants: CN=C(NC=1SC=C(N1)C1CC(CCC1)N)N (2-(2-methylguanidino)-4-(3-aminocyclohexyl)thiazole), CN=C=S (methylisothiocyanate). Solvent: C(C)O (ethanol). Yields the product CN=C(NC=1SC=C(N1)C1CC(CCC1)NC(=S)NC)N (2-(2-methylguanidino)-4-[3-(3-methylthioureido)cyclohexyl]thiazole). Yield: 90.5%. Reaction SMILES: [CH3:1][N:2]=[C:3]([NH2:17])[NH:4][C:5]1[S:6][CH:7]=[C:8]([CH:10]2[CH2:15][CH2:14][CH2:13][CH:12]([NH2:16])[CH2:11]2)[N:9]=1.[CH3:18][N:19]=[C:20]=[S:21]>C(O)C>[CH3:1][N:2]=[C:3]([NH2:17])[NH:4][C:5]1[S:6][CH:7]=[C:8]([CH:10]2[CH2:15][CH2:14][CH2:13][CH:12]([NH:16][C:20]([NH:19][CH3:18])=[S:21])[CH2:11]2)[N:9]=1. Reported procedure: To a solution of 2-(2-methylguanidino)-4-(3-aminocyclohexyl)thiazole (0.3 g.) in ethanol (50 ml.) was added methylisothiocyanate (0.1 g.) and the solution heated under reflux for 2 hours. Evaporation of the reaction mixture and crystallisation of the residue from methanol/ethyl acetate gave 2-(2-methylguanidino)-4-[3-(3-methylthioureido)cyclohexyl]thiazole (0.35 g.), m.p. 214°-215° (decomp.). The reactants are CCO, CC(=O)O, O, [Zn], ON=C1c2cccc(-c3nc4ccncc4[nH]3)c2-n2cccc21. Yields the product NC1c2cccc(-c3nc4ccncc4[nH]3)c2-n2cccc21. As a reaction SMILES: [CH3:24][CH2:25][OH:26].[CH3:28][C:29](=[O:30])[OH:31].[OH2:27].[Zn:32].[n:1]1[c:2](-[c:10]2[cH:11][cH:12][cH:13][c:14]3[c:18]2-[n:17]2[c:16]([cH:21][cH:20][cH:19]2)[C:15]3=[N:22][OH:23])[nH:3][c:4]2[cH:5][n:6][cH:7][cH:8][c:9]12>>[n:1]1[c:2](-[c:10]2[cH:11][cH:12][cH:13][c:14]3[c:18]2-[n:17]2[c:16]([cH:21][cH:20][cH:19]2)[CH:15]3[NH2:22])[nH:3][c:4]2[cH:5][n:6][cH:7][cH:8][c:9]12. Reactants: C(=O)N1CCCCC1 (N-formyl piperidine), S(=O)(Cl)Cl (thionyl chloride), ice methanol, C(Cl)Cl (methylene chloride). The solvent is C1(=CC=CC=C1)C (toluene). Run at temperature 56 celsius. The product is [Cl-].ClC=[N+]1CCOCC1 (N-(chloromethylene)-morpholinium chloride). Reaction SMILES: C([N:3]1[CH2:8][CH2:7]C[CH2:5][CH2:4]1)=O.S(Cl)([Cl:11])=[O:10].[CH2:13]([Cl:15])Cl>C1(C)C=CC=CC=1>[Cl-:11].[Cl:15][CH:13]=[N+:3]1[CH2:4][CH2:5][O:10][CH2:7][CH2:8]1 |f:4.5|. Procedure details: Under dry nitrogen, N-formyl piperidine (124 gm, 1.10 mol), rapidly stirring at -4° C., is treated dropwise over the course of 30 minutes with thionyl chloride (144 gm, 1.21 mol), the temperature being maintained below 0° C. with ice-methanol cooling. The resulting solution is warmed slowly to 56° C. over 80 minutes with the application of vacuum (at about 30 mm). A mixture of methylene chloride 10 ml and toluene (40 ml) is added, and the resulting slurry is concentrated to dryness (37° C., abou...